Dataset: the Open Reaction Database (ORD), a public repository of structured organic reaction records. Task: describe an organic reaction: reactants, conditions, products, and yield Starting materials: COC=1CC2CCC(CC2=CC1)=O (6-methoxytetrahydronaphthalen-2-one), C(CC)NCCC (dipropylamine), C1(=CC=C(C=C1)S(=O)(=O)O)C (para-toluenesulphonic acid), C1=CC=CC=C1 (benzene). The solvent is O (water). Product: C(CC)N(C1CC2=CC=C(C=C2CC1)OC)CCC (2-Dipropylamino-6-methoxy-1,2,3,4-tetrahydronaphthalene). RXN SMILES: [CH3:1][O:2][C:3]1[CH2:4][CH:5]2[C:10](=[CH:11][CH:12]=1)[CH2:9][C:8](=O)[CH2:7][CH2:6]2.[CH2:14]([NH:17][CH2:18][CH2:19][CH3:20])[CH2:15][CH3:16].C1(C)C=CC(S(O)(=O)=O)=CC=1.C1C=CC=CC=1>O>[CH2:14]([N:17]([CH2:18][CH2:19][CH3:20])[CH:8]1[CH2:7][CH2:6][C:5]2[C:10](=[CH:11][CH:12]=[C:3]([O:2][CH3:1])[CH:4]=2)[CH2:9]1)[CH2:15][CH3:16]. Procedure: 20 g of 6-methoxytetrahydronaphthalen-2-one, 20 ml of dipropylamine and 200 mg of para-toluenesulphonic acid are introduced into 300 ml of benzene under a nitrogen atmosphere. The mixture, which has become black, is then heated under reflux for 12 hours, the water of condensation being removed by azeotropic distillation. The solution, which contains the compound (IV), is then concentrated to a volume of about 100 ml. For the hydrogenation, 150 ml of ethanol and 300 mg of PtO2 are added thereto a... The reactants are CC(C)([O-])C.[Na+] (Sodium tert-butoxide), BrC1=CC=C(CNC(C2=CC=C(C=C2)C=2OC3=C(N2)C=C(C=C3C(C)C)C#N)=O)C=C1 (N-(4-Bromobenzyl)-4-(5-cyano-7-isopropyl-1,3-benzoxazol-2-yl)benzamide), FC(C1=CC=C(C=C1)C1CNCC1)(F)F (3-[4-(trifluoromethyl)phenyl]pyrrolidine), CC(=O)C (acetone), 1,1′-binaphthalene-2,2′-diylbis(diphenylphosphine). Run in C1(=CC=CC=C1)C (toluene). Reaction conditions: temperature 150 celsius. Product: C(#N)C=1C=C(C2=C(N=C(O2)C2=CC=C(C(=O)NCC3=CC=C(C=C3)N3CC(CC3)C3=CC=C(C=C3)C(F)(F)F)C=C2)C1)C(C)C (4-(5-cyano-7-isopropyl-1,3-benzoxazol-2-yl)-N-(4-{3-[4-(trifluoromethyl)phenyl]pyrrolidin-1-yl}benzyl)benzamide). The yield is 52.0%. Reaction SMILES: CC(C)([O-])C.[Na+].Br[C:8]1[CH:37]=[CH:36][C:11]([CH2:12][NH:13][C:14](=[O:35])[C:15]2[CH:20]=[CH:19][C:18]([C:21]3[O:22][C:23]4[C:29]([CH:30]([CH3:32])[CH3:31])=[CH:28][C:27]([C:33]#[N:34])=[CH:26][C:24]=4[N:25]=3)=[CH:17][CH:16]=2)=[CH:10][CH:9]=1.[F:38][C:39]([F:52])([F:51])[C:40]1[CH:45]=[CH:44][C:43]([CH:46]2[CH2:50][CH2:49][NH:48][CH2:47]2)=[CH:42][CH:41]=1.CC(C)=O>C1(C)C=CC=CC=1>[C:33]([C:27]1[CH:28]=[C:29]([CH:30]([CH3:32])[CH3:31])[C:23]2[O:22][C:21]([C:18]3[CH:19]=[CH:20][C:15]([C:14]([NH:13][CH2:12][C:11]4[CH:36]=[CH:37][C:8]([N:48]5[CH2:49][CH2:50][CH:46]([C:43]6[CH:44]=[CH:45][C:40]([C:39]([F:38])([F:51])[F:52])=[CH:41][CH:42]=6)[CH2:47]5)=[CH:9][CH:10]=4)=[O:35])=[CH:16][CH:17]=3)=[N:25][C:24]=2[CH:26]=1)#[N:34] |f:0.1|. Reported procedure: Sodium tert-butoxide (10 mg), N-(4-bromobenzyl)-4-(5-cyano-7-isopropyl-1,3-benzoxazol-2-yl)benzamide (24 mg, EXAMPLE 1), and 3-[4-(trifluoromethyl)phenyl]pyrrolidine (31 mg) were dissolved in toluene (5.0 mL). To this mixture was added bispalladiumtribenzylidene acetone (10 mg) and 1,1′-binaphthalene-2,2′-diylbis(diphenylphosphine) (12 mg). The mixture was heated to 150° C. for 25 min in a microwave reactor. Upon cooling, the mixture was then concentrated in vacuo, taken up in dichloromethane, a...